Dataset: the Open Reaction Database (ORD), a public repository of structured organic reaction records. Task: describe an organic reaction: reactants, conditions, products, and yield The reactants are COC1=CC=C(C(=O)O)C=C1 (4-methoxybenzoic acid), O (water), C(C)(C)OC(C)C (isopropyl ether), N,N'-carbonyldiimidazole, NC1=NC2=NC(=CC=C2C=C1)OC(C)C (2-amino-7-isopropoxy-1,8-naphthyridine). Solvent: C(C)OCC (diethyl ether). Conditions: temperature 4 celsius. The product is C(C)(C)OC1=CC=C2C=CC(=NC2=N1)NC(C1=CC=C(C=C1)OC)=O (N-(7-isopropoxy-1,8-naphthyridin-2-yl)-4-methoxybenzamide). Yield: 34.8%. As a reaction SMILES: [CH3:1][O:2][C:3]1[CH:11]=[CH:10][C:6]([C:7]([OH:9])=O)=[CH:5][CH:4]=1.[NH2:12][C:13]1[CH:22]=[CH:21][C:20]2[C:15](=[N:16][C:17]([O:23][CH:24]([CH3:26])[CH3:25])=[CH:18][CH:19]=2)[N:14]=1.O.C(OC(C)C)(C)C>C(OCC)C>[CH:24]([O:23][C:17]1[N:16]=[C:15]2[C:20]([CH:21]=[CH:22][C:13]([NH:12][C:7](=[O:9])[C:6]3[CH:5]=[CH:4][C:3]([O:2][CH3:1])=[CH:11][CH:10]=3)=[N:14]2)=[CH:19][CH:18]=1)([CH3:26])[CH3:25]. Procedure details: The procedure is similar to that described in Example 1, but starting with 4-methoxybenzoic acid (16.7 g), N,N'-carbonyldiimidazole (19.4 g) and 2-amino-7-isopropoxy-1,8-naphthyridine (25 g). The reaction mixture is poured into water and extracted with ethyl acetate. After concentration to dryness under reduced pressure (4 kPa), the oil produced (39 g) is stirred in the presence of diethyl ether (100 cc) to give a crystallised solid (23 g; m.p. 78° C.). The product produced is dissolved in boili... Starting materials: ClCCl, CCCCOCCOc1ccc(-c2ccc3c(c2)C=C(C(=O)Nc2ccc(SCc4cncn4CCC)cc2)CCCN3CCC)cc1, O=C(OO)c1cccc(Cl)c1. Product: CCCCOCCOc1ccc(-c2ccc3c(c2)C=C(C(=O)Nc2ccc(S(=O)Cc4cncn4CCC)cc2)CCCN3CCC)cc1. RXN SMILES: [Cl:60][CH2:61][Cl:62].[O:12]([CH2:13][CH2:14][CH2:15][CH3:16])[CH2:17][CH2:18][O:19][c:20]1[cH:21][cH:22][c:23](-[c:26]2[cH:27][cH:28][c:29]3[c:30]([cH:59]2)[CH:31]=[C:32]([C:40](=[O:41])[NH:42][c:43]2[cH:44][cH:45][c:46]([S:49][CH2:50][c:51]4[cH:52][n:53][cH:54][n:55]4[CH2:56][CH2:57][CH3:58])[cH:47][cH:48]2)[CH2:33][CH2:34][CH2:35][N:36]3[CH2:37][CH2:38][CH3:39])[cH:24][cH:25]1.[OH:1][O:2][C:3]([c:4]1[cH:5][c:6]([Cl:7])[cH:8][cH:9][cH:10]1)=[O:11]>>[O:1]=[S:49]([c:46]1[cH:45][cH:44][c:43]([NH:42][C:40]([C:32]2=[CH:31][c:30]3[c:29]([cH:28][cH:27][c:26](-[c:23]4[cH:22][cH:21][c:20]([O:19][CH2:18][CH2:17][O:12][CH2:13][CH2:14][CH2:15][CH3:16])[cH:25][cH:24]4)[cH:59]3)[N:36]([CH2:37][CH2:38][CH3:39])[CH2:35][CH2:34][CH2:33]2)=[O:41])[cH:48][cH:47]1)[CH2:50][c:51]1[cH:52][n:53][cH:54][n:55]1[CH2:56][CH2:57][CH3:58]. Starting materials: NC1=CC=C(C(=O)O)C=C1 (p-aminobenzoic acid), C(C)(=O)[O-].[Na+] (sodium acetate), C(C)(=O)OC(C)=O (acetic anhydride), NC1=CC=C(C(=O)O)C=C1 (p-aminobenzoic acid), C1(\C=C/C(=O)O1)=O (maleic anhydride). Run in C(C)(=O)O (acetic acid), C(C)(=O)O (acetic acid). Product: C(=O)(O)C1=CC=C(C=C1)N1C(C=CC1=O)=O (N-(p-carboxyphenyl)maleimide). RXN SMILES: [NH2:1][C:2]1[CH:10]=[CH:9][C:5]([C:6]([OH:8])=[O:7])=[CH:4][CH:3]=1.[C:11]1(=O)[O:16][C:14](=[O:15])[CH:13]=[CH:12]1.C([O-])(=O)C.[Na+].C(OC(=O)C)(=O)C>C(O)(=O)C>[C:6]([C:5]1[CH:9]=[CH:10][C:2]([N:1]2[C:14](=[O:15])[CH:13]=[CH:12][C:11]2=[O:16])=[CH:3][CH:4]=1)([OH:8])=[O:7] |f:2.3|. Procedure details: 41.1 g (0.3 mol) of p-aminobenzoic acid and 300 M of acetic acid were put into a 250 M flask to dissolve the p-aminobenzoic acid in the acetic acid, and then 29.4 g (0.3 mol) of maleic anhydride was slowly added thereto at 10° C. to obtain a yellow precipitate. This precipitate was recrystallized with a solution of DMF (dimethylformamide) and ethanol (50:50, w/w) to form an intermediate. The intermediate was treated at 85° C. for 15 minutes using sodium acetate and acetic anhydride, was cooled t... Reactants: C(C)OC([C@@](C(=O)N[C@H]1C2=C(C3=C(N(C1=O)CC1CC1)C=CC=C3)C=CC=C2)(C)F)=O ((S)-N-((S)-5-cyclopropylmethyl-6-oxo-6,7-dihydro-5H-dibenzo[b,d]azepin-7-yl)-2-fluoro-2-methyl-malonamic acid ethyl ester), O.[OH-].[Li+] (lithium hydroxide monohydrate). Run in O1CCCC1 (tetrahydrofurane), O (water). The product is C1(CC1)CN1C2=C(C3=C([C@@H](C1=O)NC([C@](C(=O)O)(C)F)=O)C=CC=C3)C=CC=C2 ((S)-N-((S)-5-cyclopropylmethyl-6-oxo-6,7-dihydro-5H-dibenzo[b,d]azepin-7-yl)-2-fluoro-2-methyl-malonamic acid). The yield is 87.3%. As a reaction SMILES: C([O:3][C:4](=[O:31])[C@:5]([F:30])([CH3:29])[C:6]([NH:8][C@@H:9]1[C:15](=[O:16])[N:14]([CH2:17][CH:18]2[CH2:20][CH2:19]2)[C:13]2[CH:21]=[CH:22][CH:23]=[CH:24][C:12]=2[C:11]2[CH:25]=[CH:26][CH:27]=[CH:28][C:10]1=2)=[O:7])C.O.[OH-].[Li+]>O1CCCC1.O>[CH:18]1([CH2:17][N:14]2[C:15](=[O:16])[C@@H:9]([NH:8][C:6](=[O:7])[C@@:5]([F:30])([CH3:29])[C:4]([OH:31])=[O:3])[C:10]3[CH:28]=[CH:27][CH:26]=[CH:25][C:11]=3[C:12]3[CH:24]=[CH:23][CH:22]=[CH:21][C:13]2=3)[CH2:20][CH2:19]1 |f:1.2.3|. Reported procedure: 0.22g (0.52 mmol) (S)-N-((S)-5-cyclopropylmethyl-6-oxo-6,7-dihydro-5H-dibenzo[b,d]azepin-7-yl)-2-fluoro-2-methyl-malonamic acid ethyl ester in 3 ml tetrahydrofurane was reacted with a solution of 0.02 g (0.52 mmol) lithium hydroxide monohydrate in 1 ml water at room temperature for 2 hours. Evaporation of the tetrahydrofurane, extraction with diethylether, acidification with 0.5 ml 1 N aqueous hydrochloric acid and extraction with ethylacetate gave 0.18 g (S)-N-((S)-5-cyclopropylmethyl-6-oxo-6,7... Reactants: COC1=CC=C(C=C1)C1=C(N=C(S1)NC(C)=O)C (N-[5-(4-Methoxy-phenyl)-4-methyl-thiazol-2-yl]-acetamide), ClS(=O)(=O)O (chlorosulfonic acid). Solvent: ClCCl (dichloromethane). Reaction conditions: time 2 hour. The product is C(C)(=O)NC=1SC(=C(N1)C)C=1C=CC(=C(C1)S(=O)(=O)Cl)OC (5-(2-acetylamino-4-methyl-thiazol-5-yl)-2-methoxy-benzenesulfonyl chloride). Reaction SMILES: [CH3:1][O:2][C:3]1[CH:8]=[CH:7][C:6]([C:9]2[S:13][C:12]([NH:14][C:15](=[O:17])[CH3:16])=[N:11][C:10]=2[CH3:18])=[CH:5][CH:4]=1.[Cl:19][S:20](O)(=[O:22])=[O:21]>ClCCl>[C:15]([NH:14][C:12]1[S:13][C:9]([C:6]2[CH:5]=[CH:4][C:3]([O:2][CH3:1])=[C:8]([S:20]([Cl:19])(=[O:22])=[O:21])[CH:7]=2)=[C:10]([CH3:18])[N:11]=1)(=[O:17])[CH3:16]. Procedure details: To N-[5-(4-Methoxy-phenyl)-4-methyl-thiazol-2-yl]-acetamide (Example 28a) (0.0947 g, 0.361 mmol) is added at 0° C. chlorosulfonic acid (3 ml) followed by dichloromethane (1 ml). The reaction mixture is stirred below 0° C. for 2 hours then poured into crushed ice and extracted with dichloromethane (3×5 ml). The organic layers are combined and dried over MgSO4. The solvent is removed to give 5-(2-acetylamino-4-methyl-thiazol-5-yl)-2-methoxy-benzenesulfonyl chloride, which is dissolved into dioxane... Starting materials: C(C)(C)(C)OC(=O)N1CCC(CC1)N1N=C(C(=C1)C1=CC=NC=C1)C1=CC(=CC=C1)NC(=O)NC1=CC=C(C=C1)C(F)(F)F (4-(4-pyridin-4-yl-3-{3-[3-(4-trifluoromethyl-phenyl)-ureido]-phenyl}-pyrazol-1-yl)-piperidine-1-carboxylic acid tert-butyl ester). Run in O1CCOCC1 (dioxane), O1CCOCC1 (dioxane), C(C)(=O)OCC (ethyl acetate). The product is N1CCC(CC1)N1N=C(C(=C1)C1=CC=NC=C1)C=1C=C(C=CC1)NC(=O)NC1=CC=C(C=C1)C(F)(F)F (1-[3-(1-piperidin-4-yl-4-pyridin-4-yl-1H-pyrazol-3-yl)-phenyl]-3-(4-trifluoromethyl-phenyl)-urea). RXN SMILES: C(OC([N:8]1[CH2:13][CH2:12][CH:11]([N:14]2[CH:18]=[C:17]([C:19]3[CH:24]=[CH:23][N:22]=[CH:21][CH:20]=3)[C:16]([C:25]3[CH:30]=[CH:29][CH:28]=[C:27]([NH:31][C:32]([NH:34][C:35]4[CH:40]=[CH:39][C:38]([C:41]([F:44])([F:43])[F:42])=[CH:37][CH:36]=4)=[O:33])[CH:26]=3)=[N:15]2)[CH2:10][CH2:9]1)=O)(C)(C)C>O1CCOCC1.C(OCC)(=O)C>[NH:8]1[CH2:9][CH2:10][CH:11]([N:14]2[CH:18]=[C:17]([C:19]3[CH:20]=[CH:21][N:22]=[CH:23][CH:24]=3)[C:16]([C:25]3[CH:26]=[C:27]([NH:31][C:32]([NH:34][C:35]4[CH:36]=[CH:37][C:38]([C:41]([F:44])([F:42])[F:43])=[CH:39][CH:40]=4)=[O:33])[CH:28]=[CH:29][CH:30]=3)=[N:15]2)[CH2:12][CH2:13]1. Procedure: To 4-(4-pyridin-4-yl-3-{3-[3-(4-trifluoromethyl-phenyl)-ureido]-phenyl}-pyrazol-1-yl)-piperidine-1-carboxylic acid tert-butyl ester (100 mg, 0.16 mmol) in dioxane (2 mL) HCl 4M in dioxane (1 mL, 3.30 mmol) was added. After one hour the reaction was diluted with ethyl acetate (50 mL) and washed with saturated NaHCO3 solution (3×50 mL) and brine (1×50 mL). The organic phase was dried over Na2SO4, filtered and the solvent was evaporated under reduced pressure. The deprotected urea was isolated by r...